From a dataset of the Open Reaction Database (ORD), a public repository of structured organic reaction records. describe an organic reaction: reactants, conditions, products, and yield The reactants are COC1=CC=C(C=C1)NC2=CC=C(C=C2)OC (4.4'-dimethoxydiphenylamine), 4A, O.C1(=CC=C(C=C1)S(=O)(=O)O)C (p-toluenesulfonic acid monohydrate), FC(COC1=CC=C(C=C1)CC=O)(F)F (p-2,2,2-trifluoroethoxyphenylacetaldehyde). The solvent is C1(=CC=CC=C1)C (toluene). The product is FC(COC1=CC=C(C=C1)C(=CN(C1=CC=C(C=C1)OC)C1=CC=C(C=C1)OC)C1=CC=C(C=C1)OCC(F)(F)F)(F)F (1,1-bis(p-2,2,2-trifluoroethoxyphenyl)-2-[N,N-bis-(4-methoxyphenyl)amino]ethylene). Reaction SMILES: [CH3:1][O:2][C:3]1[CH:8]=[CH:7][C:6]([NH:9][C:10]2[CH:15]=[CH:14][C:13]([O:16][CH3:17])=[CH:12][CH:11]=2)=[CH:5][CH:4]=1.[OH2:18].[C:19]1(C)[CH:24]=[CH:23][C:22](S(O)(=O)=O)=[CH:21][CH:20]=1.[F:30][C:31]([F:44])([F:43])[CH2:32][O:33][C:34]1[CH:39]=[CH:38][C:37]([CH2:40][CH:41]=O)=[CH:36][CH:35]=1>C1(C)C=CC=CC=1>[F:30][C:31]([F:44])([F:43])[CH2:32][O:33][C:34]1[CH:39]=[CH:38][C:37]([C:40]([C:19]2[CH:20]=[CH:21][C:22]([O:18][CH2:32][C:31]([F:44])([F:43])[F:30])=[CH:23][CH:24]=2)=[CH:41][N:9]([C:6]2[CH:5]=[CH:4][C:3]([O:2][CH3:1])=[CH:8][CH:7]=2)[C:10]2[CH:15]=[CH:14][C:13]([O:16][CH3:17])=[CH:12][CH:11]=2)=[CH:36][CH:35]=1 |f:1.2|. Procedure details: Using a 30-ml flask similar to that used in Production Example 1, 0.65 g (2.84 mmole) of 4.4'-dimethoxydiphenylamine and 5 mg of p-toluenesulfonic acid monohydrate were added to 10 ml anhydrous toluene solution containing 1.11 g (2.84 mmole) of 1,1-bis(p-2,2,2-trifluoroethoxyphenylacetaldehyde under a nitrogen atmosphere, and refluxed for 3 hours while dehydrating using molecular sieves 4A. After cooling to room temperature, the solution was filtered and the solvent was distilled off. The residu... Starting materials: ClC1=CC=C(C=C1)C=1C=C(C=NC1OCC(F)(F)F)C(=O)O (5-(4-chlorophenyl)-6-(2,2,2-trifluoroethoxy)-3-pyridinecarboxylic acid), FC(C(=O)O)(F)F.C(C)(C)(C)[Si](OCCC1CCN(CC1)N)(C)C (4-[2-(t-butyl-dimethyl-silanyloxy)-ethyl]-piperidin-1-ylamine trifluoroacetate), silyl. The product is ClC1=CC=C(C=C1)C=1C=C(C=NC1OCC(F)(F)F)C(=O)NN1CCC(CC1)CCO (5-(4-Chlorophenyl)-N-(4-(2-hydroxyethyl)piperidin-1-yl)-6-(2,2,2-trifluoroethoxy)-3-pyridinecarboxamide). RXN SMILES: [Cl:1][C:2]1[CH:7]=[CH:6][C:5]([C:8]2[CH:9]=[C:10]([C:20]([OH:22])=O)[CH:11]=[N:12][C:13]=2[O:14][CH2:15][C:16]([F:19])([F:18])[F:17])=[CH:4][CH:3]=1.FC(F)(F)C(O)=O.C([Si](C)(C)[O:35][CH2:36][CH2:37][CH:38]1[CH2:43][CH2:42][N:41]([NH2:44])[CH2:40][CH2:39]1)(C)(C)C>>[Cl:1][C:2]1[CH:7]=[CH:6][C:5]([C:8]2[CH:9]=[C:10]([C:20]([NH:44][N:41]3[CH2:42][CH2:43][CH:38]([CH2:37][CH2:36][OH:35])[CH2:39][CH2:40]3)=[O:22])[CH:11]=[N:12][C:13]=2[O:14][CH2:15][C:16]([F:19])([F:18])[F:17])=[CH:4][CH:3]=1 |f:1.2|. Procedure: The title compound was synthesized in analogy to Example 1 using 5-(4-chlorophenyl)-6-(2,2,2-trifluoroethoxy)-3-pyridinecarboxylic acid (CAN 1018782-82-5) and 4-[2-(t-butyl-dimethyl-silanyloxy)-ethyl]-piperidin-1-ylamine trifluoroacetate (1:1) as starting materials; the silyl protecting group was lost during reaction and work-up; LC-MS (UV peak area/ESI) 94.9%, 458.1448 (M+H)+. Starting materials: BrC(C(=O)C1=CC=CC=C1)C (2-Bromopropiophenone), CC=1C=2N(C=CN1)N=C(N2)C2=CC(=NC=C2)N (4-(8-methyl-[1,2,4]triazolo[1,5-a]pyrazin-2-yl)pyridin-2-amine), C(C)(C)N(C(C)C)CC (N,N-diisopropylethylamine). The solvent is C(C)O (Ethanol). Conditions: temperature 80 celsius. The product is CC=1C=2N(C=CN1)N=C(N2)C2=CC=1N(C=C2)C(=C(N1)C1=CC=CC=C1)C (8-methyl-2-(3-methyl-2-phenylimidazo[1,2-a]pyridin-7-yl)-[1,2,4]triazolo[1,5-a]pyrazine). Yield: 18.0%. RXN SMILES: Br[CH:2]([CH3:11])[C:3]([C:5]1[CH:10]=[CH:9][CH:8]=[CH:7][CH:6]=1)=O.[CH3:12][C:13]1[C:14]2[N:15]([N:19]=[C:20]([C:22]3[CH:27]=[CH:26][N:25]=[C:24]([NH2:28])[CH:23]=3)[N:21]=2)[CH:16]=[CH:17][N:18]=1.C(N(CC)C(C)C)(C)C>C(O)C>[CH3:12][C:13]1[C:14]2[N:15]([N:19]=[C:20]([C:22]3[CH:27]=[CH:26][N:25]4[C:2]([CH3:11])=[C:3]([C:5]5[CH:10]=[CH:9][CH:8]=[CH:7][CH:6]=5)[N:28]=[C:24]4[CH:23]=3)[N:21]=2)[CH:16]=[CH:17][N:18]=1. Procedure details: 2-Bromopropiophenone (0.034 ml, 0.221 mmol) was added to a solution of 4-(8-methyl-[1,2,4]triazolo[1,5-a]pyrazin-2-yl)pyridin-2-amine (0.025 g, 0.111 mmol) in Ethanol (2.2 ml) and the mixture was heated at 80° C. for 40 hours. LC/MS analysis of the reaction mixture indicates reaction approximately 40% complete. The reaction mixture was transferred to a microwave reaction tube and N,N-diisopropylethylamine (0.059 ml, 0.332 mmol) was added. The reaction mixture was heated at 110° C. under standard... Solvent: O (water), ClCCl (dichloromethane), O (water), ClCCl (dichloromethane), ClCCl (dichloromethane). Procedure details: 2.3 Grams (5.9 mmol) of 6-(1-ethyl-5-hydroxypyrazol-4-yl)carbonyl-3,3,5,8-tetramethylthiochroman-4-one-1,1-dioxide was dissolved in 15 ml of dichloromethane. Separately, 1.22 g (8.8 mmol) of potassium carbonate was dissolved in 20 ml of water, and these two solutions were mixed. Then, a solution of 1.26 g (8.8 mmol) of n-propanesulfonyl chloride in 5 ml of dichloromethane was added. Further, a small amount (about 50 mg) of benzyltrimethylammonium chloride was added, and the mixture was stirred a... Reaction SMILES: [CH2:1]([N:3]1[C:7]([OH:8])=[C:6]([C:9]([C:11]2[C:12]([CH3:27])=[C:13]3[C:18](=[C:19]([CH3:21])[CH:20]=2)[S:17](=[O:23])(=[O:22])[CH2:16][C:15]([CH3:25])([CH3:24])[C:14]3=[O:26])=[O:10])[CH:5]=[N:4]1)[CH3:2].C(=O)([O-])[O-].[K+].[K+].[CH2:34]([S:37](Cl)(=[O:39])=[O:38])[CH2:35][CH3:36]>ClCCl.O.[Cl-].C([N+](C)(C)C)C1C=CC=CC=1>[CH2:1]([N:3]1[C:7]([O:8][S:37]([CH2:34][CH2:35][CH3:36])(=[O:39])=[O:38])=[C:6]([C:9]([C:11]2[C:12]([CH3:27])=[C:13]3[C:18](=[C:19]([CH3:21])[CH:20]=2)[S:17](=[O:22])(=[O:23])[CH2:16][C:15]([CH3:24])([CH3:25])[C:14]3=[O:26])=[O:10])[CH:5]=[N:4]1)[CH3:2] |f:1.2.3,7.8|. Reagents/catalysts: [Cl-].C(C1=CC=CC=C1)[N+](C)(C)C (benzyltrimethylammonium chloride). Reactants: C([O-])([O-])=O.[K+].[K+] (potassium carbonate), C(C)N1N=CC(=C1O)C(=O)C=1C(=C2C(C(CS(C2=C(C1)C)(=O)=O)(C)C)=O)C (6-(1-ethyl-5-hydroxypyrazol-4-yl)carbonyl-3,3,5,8-tetramethylthiochroman-4-one-1,1-dioxide), C(CC)S(=O)(=O)Cl (n-propanesulfonyl chloride). Run at time 15 hour. The yield is 88.7%. Yields the product C(C)N1N=CC(=C1OS(=O)(=O)CCC)C(=O)C=1C(=C2C(C(CS(C2=C(C1)C)(=O)=O)(C)C)=O)C (6-(1-Ethyl-5-n-propanesulfonyloxypyrazol-4-yl)carbonyl-3,3,5,8-tetramethylthiochroman-4-one-1,1-dioxide). Starting materials: CCC1CCCCC1O, CC(C)=O, CC(C)O. Product: CCC1CCCCC1=O. RXN SMILES: [CH2:1]([CH3:2])[CH:3]1[CH:4]([OH:9])[CH2:5][CH2:6][CH2:7][CH2:8]1.[CH3:14][C:15](=[O:16])[CH3:17].[CH:10]([OH:11])([CH3:12])[CH3:13]>>[CH2:1]([CH3:2])[CH:3]1[C:4](=[O:9])[CH2:5][CH2:6][CH2:7][CH2:8]1. Reactants: CCCc1c(SCCCBr)ccc(C(C)=O)c1O, CCCc1c(S)ccc(C(C)=O)c1OCCCC(=O)OCC, O=C([O-])[O-], CC(C)=O, [I-], [K+], [K+], [K+]. The product is CCCc1c(SCCCSc2ccc(C(C)=O)c(OCCCC(=O)OCC)c2CCC)ccc(C(C)=O)c1O. RXN SMILES: [Br:23][CH2:24][CH2:25][CH2:26][S:27][c:28]1[c:29]([CH2:38][CH2:39][CH3:40])[c:30]([OH:37])[c:31]([C:34]([CH3:35])=[O:36])[cH:32][cH:33]1.[C:1]([CH3:2])(=[O:3])[c:4]1[cH:5][cH:6][c:7]([SH:22])[c:8]([CH2:19][CH2:20][CH3:21])[c:9]1[O:10][CH2:11][CH2:12][CH2:13][C:14](=[O:15])[O:16][CH2:17][CH3:18].[C:43](=[O:44])([O-:45])[O-:46].[CH3:49][C:50](=[O:51])[CH3:52].[I-:42].[K+:41].[K+:47].[K+:48]>>[C:1]([CH3:2])(=[O:3])[c:4]1[cH:5][cH:6][c:7]([S:22][CH2:24][CH2:25][CH2:26][S:27][c:28]2[c:29]([CH2:38][CH2:39][CH3:40])[c:30]([OH:37])[c:31]([C:34]([CH3:35])=[O:36])[cH:32][cH:33]2)[c:8]([CH2:19][CH2:20][CH3:21])[c:9]1[O:10][CH2:11][CH2:12][CH2:13][C:14](=[O:15])[O:16][CH2:17][CH3:18]. Reactants: ClCCl (dichloromethane), Br.NC1=NC=CC2=CC=C(C=C12)O (1-amino-7-hydroxyisoquinoline monohydrobromide), C(C)(C)(C)OC(=O)N[C@H](CCC(=O)OCC1=CC=CC=C1)CCl (benzyl (4R)-4-t-butoxycarbonylamino-5-chloropentanoate), C([O-])([O-])=O.[K+].[K+] (potassium carbonate). Reagents/catalysts: [I-].C(CCC)[N+](CCCC)(CCCC)CCCC (tetrabutylammonium iodide). Solvent: CN(C)C=O (DMF). Conditions: temperature 70 celsius, time 3 day. The product is NC1=NC=CC2=CC=C(C=C12)OC[C@@H](CCC(=O)OCC1=CC=CC=C1)NC(=O)OC(C)(C)C (benzyl (4R)-5-(1-aminoisoquinoline-7-yloxy)-4-t-butoxycarbonylaminopentanoate). As a reaction SMILES: Br.[NH2:2][C:3]1[C:12]2[C:7](=[CH:8][CH:9]=[C:10]([OH:13])[CH:11]=2)[CH:6]=[CH:5][N:4]=1.[C:14]([O:18][C:19]([NH:21][C@@H:22]([CH2:35]Cl)[CH2:23][CH2:24][C:25]([O:27][CH2:28][C:29]1[CH:34]=[CH:33][CH:32]=[CH:31][CH:30]=1)=[O:26])=[O:20])([CH3:17])([CH3:16])[CH3:15].C(=O)([O-])[O-].[K+].[K+].ClCCl>CN(C=O)C.[I-].C([N+](CCCC)(CCCC)CCCC)CCC>[NH2:2][C:3]1[C:12]2[C:7](=[CH:8][CH:9]=[C:10]([O:13][CH2:35][C@H:22]([NH:21][C:19]([O:18][C:14]([CH3:15])([CH3:17])[CH3:16])=[O:20])[CH2:23][CH2:24][C:25]([O:27][CH2:28][C:29]3[CH:34]=[CH:33][CH:32]=[CH:31][CH:30]=3)=[O:26])[CH:11]=2)[CH:6]=[CH:5][N:4]=1 |f:0.1,3.4.5,8.9|. Procedure details: 8.81 g (27 mmol) of 1-amino-7-hydroxyisoquinoline monohydrobromide was dissolved in 120 ml of DMF. 14.0 g (41 mmol) of benzyl (4R)-4-t-butoxycarbonylamino-5-chloropentanoate, 11.2 g (81.0 mmol) of potassium carbonate and 9.96 g (27 mmol) of tetrabutylammonium iodide were added to the obtained solution, and they were stirred at 70° C. for 3 days. After the treatment with dichloromethane as the extraction solvent in an ordinary manner, the obtained crude product was purified by the silica gel colu... The product is O=c1cc(-c2ccc(O)cc2)oc2cc(F)cc(F)c12. Reaction SMILES: [CH3:23][C:24](=[O:25])[OH:26].[F:1][c:2]1[c:3]2[c:4](=[O:21])[cH:5][c:6](-[c:13]3[cH:14][cH:15][c:16]([O:19][CH3:20])[cH:17][cH:18]3)[o:7][c:8]2[cH:9][c:10]([F:12])[cH:11]1.[IH:22].[OH2:27]>>[F:1][c:2]1[c:3]2[c:4](=[O:21])[cH:5][c:6](-[c:13]3[cH:14][cH:15][c:16]([OH:19])[cH:17][cH:18]3)[o:7][c:8]2[cH:9][c:10]([F:12])[cH:11]1. The reactants are CC(=O)O, COc1ccc(-c2cc(=O)c3c(F)cc(F)cc3o2)cc1, I, O.